From a dataset of the Open Reaction Database (ORD), a public repository of structured organic reaction records. describe an organic reaction: reactants, conditions, products, and yield Starting materials: CCOC(=O)CCCCCBr, CN(C)C=O, CCOC(C)=O, [H-], COc1cc(N)c(Cl)cc1C(=O)OC(C)(C)C, [Na+], O. Product: CCOC(=O)CCCCCNc1cc(OC)c(C(=O)OC(C)(C)C)cc1Cl. Reaction SMILES: [Br:20][CH2:21][CH2:22][CH2:23][CH2:24][CH2:25][C:26](=[O:27])[O:28][CH2:29][CH3:30].[CH3:32][N:33]([CH3:34])[CH:35]=[O:36].[CH3:37][CH2:38][O:39][C:40](=[O:41])[CH3:42].[H-:18].[NH2:1][c:2]1[cH:3][c:4]([O:16][CH3:17])[c:5]([C:6](=[O:7])[O:8][C:9]([CH3:10])([CH3:11])[CH3:12])[cH:13][c:14]1[Cl:15].[Na+:19].[OH2:31]>>[NH:1]([c:2]1[cH:3][c:4]([O:16][CH3:17])[c:5]([C:6](=[O:7])[O:8][C:9]([CH3:10])([CH3:11])[CH3:12])[cH:13][c:14]1[Cl:15])[CH2:21][CH2:22][CH2:23][CH2:24][CH2:25][C:26](=[O:27])[O:28][CH2:29][CH3:30]. Starting materials: CCC1(c2cccc(OC)c2)CN(C)C2CCCCC2O1, CC(C)C[Al+]CC(C)C, Cc1ccccc1, [H-]. The product is CCC1(c2cccc(O)c2)CN(C)C2CCCCC2O1. Reaction SMILES: [CH2:1]([CH3:2])[C:3]1([c:14]2[cH:15][c:16]([O:20][CH3:21])[cH:17][cH:18][cH:19]2)[O:4][CH:5]2[CH:6]([N:7]([CH3:9])[CH2:8]1)[CH2:10][CH2:11][CH2:12][CH2:13]2.[CH2:23]([Al+:24][CH2:25][CH:26]([CH3:27])[CH3:28])[CH:29]([CH3:30])[CH3:31].[CH3:32][c:33]1[cH:34][cH:35][cH:36][cH:37][cH:38]1.[H-:22]>>[CH2:1]([CH3:2])[C:3]1([c:14]2[cH:15][c:16]([OH:20])[cH:17][cH:18][cH:19]2)[O:4][CH:5]2[CH:6]([N:7]([CH3:9])[CH2:8]1)[CH2:10][CH2:11][CH2:12][CH2:13]2. The reactants are P(Br)(Br)Br (PBr3), C(C)N1C(=CC2=CC=C(C=C12)C#N)CO (1-ethyl-2-(hydroxymethyl)indole-6-carbonitrile). The solvent is ClCCl (dichloromethane), ClCCl (dichloromethane). Conditions: temperature 0 celsius, time 4 hour. The product is C(#N)C1=CC=C2C=C(N(C2=C1)CC)CBr (6-cyano-1-ethyl-2-bromomethyl indole). RXN SMILES: P(Br)(Br)[Br:2].[CH2:5]([N:7]1[C:15]2[C:10](=[CH:11][CH:12]=[C:13]([C:16]#[N:17])[CH:14]=2)[CH:9]=[C:8]1[CH2:18]O)[CH3:6]>ClCCl>[C:16]([C:13]1[CH:14]=[C:15]2[C:10]([CH:9]=[C:8]([CH2:18][Br:2])[N:7]2[CH2:5][CH3:6])=[CH:11][CH:12]=1)#[N:17]. Procedure details: In a 500 ml flask, 18.2 g of 1-ethyl-2-(hydroxymethyl)indole-6-carbonitrile was dissolved in 200 ml of dichloromethane and then cooled to 0° C. 3.45 ml of PBr3 was slowly added thereto, and the mixture was stirred for 4 hours at room temperature. dichloromethane was then added and the reaction mixture was washed with aqueous Na2CO3 solution, diluted with water and then extracted three times with dichloromethane. The organic extracts were combined, dried over MgSO4 and then evaporated to obtain 6... The reactants are O=C([O-])[O-], CN(C)C=O, ClCc1ccccc1, Oc1cccc(Cl)n1, [K+], [K+]. Yields the product Clc1cccc(OCc2ccccc2)n1. Reaction SMILES: [C:9](=[O:10])([O-:11])[O-:12].[CH3:23][N:24]([CH3:25])[CH:26]=[O:27].[Cl:15][CH2:16][c:17]1[cH:18][cH:19][cH:20][cH:21][cH:22]1.[Cl:1][c:2]1[cH:3][cH:4][cH:5][c:6]([OH:8])[n:7]1.[K+:13].[K+:14]>>[Cl:1][c:2]1[cH:3][cH:4][cH:5][c:6]([O:8][CH2:16][c:17]2[cH:18][cH:19][cH:20][cH:21][cH:22]2)[n:7]1. Reactants: BrC1=C(C=CC=C1)N1C2=C(C=3C=C(C=CC13)C)CN(CC2)C (5-(2-bromo-phenyl)-2,8-dimethyl-2,3,4,5-tetrahydro-1H-pyrido[4,3-b]indole), C1(=CC=CC=C1)B(O)O (phenylboronic acid), [O-]P(=O)([O-])[O-].[K+].[K+].[K+] (K3PO4). Reagents/catalysts: Cl[Pd]([P](C1=CC=CC=C1)(C2=CC=CC=C2)C3=CC=CC=C3)([P](C4=CC=CC=C4)(C5=CC=CC=C5)C6=CC=CC=C6)Cl (PdCl2(PPh3)2). Solvent: CN(C)C=O.O (DMF water), O (water). Run at temperature 95 celsius. Yields the product C1(=C(C=CC=C1)N1C2=C(C=3C=C(C=CC13)C)CN(CC2)C)C2=CC=CC=C2 (5-biphenyl-2-yl-2,8-dimethyl-2,3,4,5-tetrahydro-1H-pyrido[4,3-b]indole). The yield is 18.1%. RXN SMILES: Br[C:2]1[CH:7]=[CH:6][CH:5]=[CH:4][C:3]=1[N:8]1[C:16]2[CH:15]=[CH:14][C:13]([CH3:17])=[CH:12][C:11]=2[C:10]2[CH2:18][N:19]([CH3:22])[CH2:20][CH2:21][C:9]1=2.[C:23]1(B(O)O)[CH:28]=[CH:27][CH:26]=[CH:25][CH:24]=1.[O-]P([O-])([O-])=O.[K+].[K+].[K+]>CN(C=O)C.O.O.Cl[Pd](Cl)([P](C1C=CC=CC=1)(C1C=CC=CC=1)C1C=CC=CC=1)[P](C1C=CC=CC=1)(C1C=CC=CC=1)C1C=CC=CC=1>[C:2]1([C:23]2[CH:28]=[CH:27][CH:26]=[CH:25][CH:24]=2)[CH:7]=[CH:6][CH:5]=[CH:4][C:3]=1[N:8]1[C:16]2[CH:15]=[CH:14][C:13]([CH3:17])=[CH:12][C:11]=2[C:10]2[CH2:18][N:19]([CH3:22])[CH2:20][CH2:21][C:9]1=2 |f:2.3.4.5,6.7,^1:49,68|. Reported procedure: To a de-aerated solution of 5-(2-bromo-phenyl)-2,8-dimethyl-2,3,4,5-tetrahydro-1H-pyrido[4,3-b]indole (100 mg, 0.282 mmol), phenylboronic acid (51.7 mg, 0.423 mmol) and K3PO4 (149.7 mg, 0.706 mmol) in DMF-water (4:1 mL) was added PdCl2(PPh3)2 (10 mg, 5 mol %). The reaction mixture was heated at 95° C. for 30 min under nitrogen atmosphere. The reaction mixture was diluted with water and extracted with EtOAc. The organic layer was dried over anhydrous sodium sulfate and concentrated under reduced ... Starting materials: NC1=NC=C(C(=N1)Cl)[N+](=O)[O-] (2-Amino-4-chloro-5-nitropyrimidine), [Na] (sodium), C(C1=CC=CC=C1)O (benzyl alcohol). Run at temperature 130 celsius, time 10 minute. Yields the product NC1=NC=C(C(=N1)OCC1=CC=CC=C1)[N+](=O)[O-] (2-Amino-4-benzyloxy-5-nitropyrimidine). Reaction SMILES: [NH2:1][C:2]1[N:7]=[C:6](Cl)[C:5]([N+:9]([O-:11])=[O:10])=[CH:4][N:3]=1.[Na].[CH2:13]([OH:20])[C:14]1[CH:19]=[CH:18][CH:17]=[CH:16][CH:15]=1>>[NH2:1][C:2]1[N:7]=[C:6]([O:20][CH2:13][C:14]2[CH:19]=[CH:18][CH:17]=[CH:16][CH:15]=2)[C:5]([N+:9]([O-:11])=[O:10])=[CH:4][N:3]=1 |^1:11|. Reported procedure: 2-Amino-4-chloro-5-nitropyrimidine (0.70 g, 4.0 mmol) was added to a solution of sodium (0.12 g, 5.2 mmol) in benzyl alcohol (8 mL) under argon. The solution was heated in a 130° C. oil bath for 3 h, and approximately half of the benzyl alcohol was evaporated under reduced pressure. The residue was poured into water (50 mL) with constant stirring for 10 min. After neutralization with glacial acetic acid, a brown precipitate formed which was collected by filtration and washed with water. This sol...